The task is: describe an organic reaction: reactants, conditions, products, and yield. This data is from the Open Reaction Database (ORD), a public repository of structured organic reaction records. Reactants: C(C)(=O)O[C@H]1[C@H](OC=2C=NC=C(C2)Br)SC[C@H]([C@@H]1OC(C)=O)OC(C)=O (5-bromo-3-pyridinyl 2,3,4-tri-O-acetyl-5-thio-β-D-xylopyranoside), IX, COC1=C(C=NC=C1)B(O)O (4-methoxy-3-pyridineboronic acid). The product is O([C@H]1[C@H](O)[C@@H](O)[C@H](O)CS1)C=1C=NC=C(C1)C=1C=NC=CC1OC (5-(4-Methoxy-3-pyridinyl)-3-pyridinyl 5-thio-β-D-xylopyranoside), solid. Isolated yield 23.0%. As a reaction SMILES: C([O:4][C@@H:5]1[C@@H:18]([O:19]C(=O)C)[C@H:17]([O:23]C(=O)C)[CH2:16][S:15][C@H:6]1[O:7][C:8]1[CH:9]=[N:10][CH:11]=[C:12](Br)[CH:13]=1)(=O)C.[CH3:27][O:28][C:29]1[CH:34]=[CH:33][N:32]=[CH:31][C:30]=1B(O)O>>[O:7]([C:8]1[CH:9]=[N:10][CH:11]=[C:12]([C:30]2[CH:31]=[N:32][CH:33]=[CH:34][C:29]=2[O:28][CH3:27])[CH:13]=1)[C@@H:6]1[S:15][CH2:16][C@@H:17]([OH:23])[C@H:18]([OH:19])[C@H:5]1[OH:4]. Reported procedure: By carrying out the operation analogously to example 239, starting from 5-bromo-3-pyridinyl 2,3,4-tri-O-acetyl-5-thio-β-D-xylopyranoside, obtained according to preparation IX, and 4-methoxy-3-pyridineboronic acid, the desired product is obtained in the form of a white solid (yield=23%). Reactants: F[B-](F)(F)F, CCN(C(C)C)C(C)C, CN1CCN(CCCN)CC1, CN(C)C=O, CN(C)C(On1nnc2ccccc21)=[N+](C)C, Cc1ccc(NC(=O)c2ccoc2)cc1-c1ccc(C(=O)O)cc1. Product: Cc1ccc(NC(=O)c2ccoc2)cc1-c1ccc(C(=O)NCCCN2CCN(C)CC2)cc1. Reaction SMILES: [B-:25]([F:26])([F:27])([F:28])[F:29].[CH:58]([N:59]([CH2:60][CH3:61])[CH:62]([CH3:63])[CH3:64])([CH3:65])[CH3:66].[NH2:47][CH2:48][CH2:49][CH2:50][N:51]1[CH2:52][CH2:53][N:54]([CH3:57])[CH2:55][CH2:56]1.[O:67]=[CH:68][N:69]([CH3:70])[CH3:71].[n:30]1([O:31][C:32]([N:33]([CH3:34])[CH3:35])=[N+:36]([CH3:37])[CH3:38])[c:39]2[cH:40][cH:41][cH:42][cH:43][c:44]2[n:45][n:46]1.[o:1]1[cH:2][c:3]([C:6](=[O:7])[NH:8][c:9]2[cH:10][cH:11][c:12]([CH3:24])[c:13](-[c:15]3[cH:16][cH:17][c:18]([C:21](=[O:22])[OH:23])[cH:19][cH:20]3)[cH:14]2)[cH:4][cH:5]1>>[o:1]1[cH:2][c:3]([C:6](=[O:7])[NH:8][c:9]2[cH:10][cH:11][c:12]([CH3:24])[c:13](-[c:15]3[cH:16][cH:17][c:18]([C:21](=[O:22])[NH:47][CH2:48][CH2:49][CH2:50][N:51]4[CH2:52][CH2:53][N:54]([CH3:57])[CH2:55][CH2:56]4)[cH:19][cH:20]3)[cH:14]2)[cH:4][cH:5]1. Starting materials: BrC1=CC=C(C=N1)C(=O)N1CCN(CC1)C1=NC=C(C=C1C)C ((6-bromopyridin-3-yl)[4-(3,5-dimethylpyridin-2-yl)piperazin-1-yl]methanone), CN1C(NCC1=O)=O (3-methylimidazolidine-2,4-dione). Yields the product CC=1C(=NC=C(C1)C)N1CCN(CC1)C(=O)C=1C=CC(=NC1)N1C(N(C(C1)=O)C)=O (1-{5-[4-(3,5-dimethylpyridin-2-yl)piperazine-1-carbonyl]pyridin-2-yl}-3-methylimidazolidine-2,4-dione). Isolated yield 40.4%. Reaction SMILES: Br[C:2]1[N:7]=[CH:6][C:5]([C:8]([N:10]2[CH2:15][CH2:14][N:13]([C:16]3[C:21]([CH3:22])=[CH:20][C:19]([CH3:23])=[CH:18][N:17]=3)[CH2:12][CH2:11]2)=[O:9])=[CH:4][CH:3]=1.[CH3:24][N:25]1[C:29](=[O:30])[CH2:28][NH:27][C:26]1=[O:31]>>[CH3:22][C:21]1[C:16]([N:13]2[CH2:14][CH2:15][N:10]([C:8]([C:5]3[CH:4]=[CH:3][C:2]([N:27]4[CH2:28][C:29](=[O:30])[N:25]([CH3:24])[C:26]4=[O:31])=[N:7][CH:6]=3)=[O:9])[CH2:11][CH2:12]2)=[N:17][CH:18]=[C:19]([CH3:23])[CH:20]=1. Procedure details: Using (6-bromopyridin-3-yl)[4-(3,5-dimethylpyridin-2-yl)piperazin-1-yl]methanone (150 mg) described in Preparation Example 127 and 3-methylimidazolidine-2,4-dione (46 mg) described in Preparation Example 214 and by the reaction and treatment in the same manner as in Example 536, the title compound (66 mg) was obtained. Reaction SMILES: [N:1]1[CH:6]=[CH:5][C:4]([C:7]([OH:9])=[O:8])=[CH:3][C:2]=1[C:10]([OH:12])=[O:11].S(Cl)(Cl)=O.[CH2:17](O)[C:18]1[CH:23]=[CH:22][CH:21]=[CH:20][CH:19]=1>>[CH2:17]([O:11][C:10]([C:2]1[CH:3]=[C:4]([C:7]([O:9][CH2:17][C:18]2[CH:23]=[CH:22][CH:21]=[CH:20][CH:19]=2)=[O:8])[CH:5]=[CH:6][N:1]=1)=[O:12])[C:18]1[CH:23]=[CH:22][CH:21]=[CH:20][CH:19]=1. The reactants are acid chloride, C(C1=CC=CC=C1)O (benzyl alcohol), 30g, N1=C(C=C(C=C1)C(=O)O)C(=O)O (pyridine-2,4-dicarboxylic acid), S(=O)(Cl)Cl (thionyl chloride). The product is C(C1=CC=CC=C1)OC(=O)C1=NC=CC(=C1)C(=O)OCC1=CC=CC=C1 (Pyridine-2,4-dicarboxylic acid dibenzyl ester). Procedure details: 30g of pyridine-2,4-dicarboxylic acid are converted into the acid chloride using 30 ml of thionyl chloride analogously to Example 1 and the acid chloride is reacted with 43.8 g of benzyl alcohol. The product is recrystallized from diisopropyl ether. Solvent: acid chloride. Reactants: N#CC1CCN(CCc2ccc(F)cc2)CC1, C1CCOC1, CC(C)C[AlH]CC(C)C, Cl, [Na+], [OH-]. Product: O=CC1CCN(CCc2ccc(F)cc2)CC1. RXN SMILES: [C:1](#[N:2])[CH:3]1[CH2:4][CH2:5][N:6]([CH2:9][CH2:10][c:11]2[cH:12][cH:13][c:14]([F:17])[cH:15][cH:16]2)[CH2:7][CH2:8]1.[CH2:30]1[O:31][CH2:32][CH2:33][CH2:34]1.[CH3:18][CH:19]([CH2:20][AlH:21][CH2:22][CH:23]([CH3:24])[CH3:25])[CH3:26].[ClH:27].[Na+:29].[OH-:28]>>[CH:1]([CH:3]1[CH2:4][CH2:5][N:6]([CH2:9][CH2:10][c:11]2[cH:12][cH:13][c:14]([F:17])[cH:15][cH:16]2)[CH2:7][CH2:8]1)=[O:28]. Starting materials: CCOC(=O)C1CN(CCO)CCC1NS(=O)(=O)c1ccc(OCc2cc(C)nc3ccccc23)cc1, C1COCCO1, Cl. The product is Cc1cc(COc2ccc(S(=O)(=O)NC3CCN(CCO)CC3C(=O)O)cc2)c2ccccc2n1. Reaction SMILES: [CH2:1]([CH3:2])[O:3][C:4](=[O:5])[CH:6]1[CH2:7][N:8]([CH2:35][CH2:36][OH:37])[CH2:9][CH2:10][CH:11]1[NH:12][S:13](=[O:14])(=[O:15])[c:16]1[cH:17][cH:18][c:19]([O:22][CH2:23][c:24]2[cH:25][c:26]([CH3:34])[n:27][c:28]3[cH:29][cH:30][cH:31][cH:32][c:33]23)[cH:20][cH:21]1.[CH2:39]1[O:40][CH2:41][CH2:42][O:43][CH2:44]1.[ClH:38]>>[O:3]=[C:4]([OH:5])[CH:6]1[CH2:7][N:8]([CH2:35][CH2:36][OH:37])[CH2:9][CH2:10][CH:11]1[NH:12][S:13](=[O:14])(=[O:15])[c:16]1[cH:17][cH:18][c:19]([O:22][CH2:23][c:24]2[cH:25][c:26]([CH3:34])[n:27][c:28]3[cH:29][cH:30][cH:31][cH:32][c:33]23)[cH:20][cH:21]1.